Dataset: the Open Reaction Database (ORD), a public repository of structured organic reaction records. Task: describe an organic reaction: reactants, conditions, products, and yield The reactants are COCCCNc1nc(C(C)(C)C)ncc1C(=O)N(CC(C)C)C1CC(C(=O)N2CCS(=O)CC2)CN(C(=O)OC(C)(C)C)C1, ClC(Cl)Cl, O=C(O)C(F)(F)F. The product is COCCCNc1nc(C(C)(C)C)ncc1C(=O)N(CC(C)C)C1CNCC(C(=O)N2CCS(=O)CC2)C1. As a reaction SMILES: [C:1]([CH3:2])([CH3:3])([CH3:4])[c:5]1[n:6][cH:7][c:8]([C:17](=[O:18])[N:19]([CH:20]2[CH2:21][N:22]([C:35]([O:36][C:37]([CH3:38])([CH3:39])[CH3:40])=[O:41])[CH2:23][CH:24]([C:26](=[O:27])[N:28]3[CH2:29][CH2:30][S:31](=[O:34])[CH2:32][CH2:33]3)[CH2:25]2)[CH2:42][CH:43]([CH3:44])[CH3:45])[c:9]([NH:11][CH2:12][CH2:13][CH2:14][O:15][CH3:16])[n:10]1.[CH:53]([Cl:54])([Cl:55])[Cl:56].[F:46][C:47]([F:48])([F:49])[C:50]([OH:51])=[O:52]>>[C:1]([CH3:2])([CH3:3])([CH3:4])[c:5]1[n:6][cH:7][c:8]([C:17](=[O:18])[N:19]([CH:20]2[CH2:21][NH:22][CH2:23][CH:24]([C:26](=[O:27])[N:28]3[CH2:29][CH2:30][S:31](=[O:34])[CH2:32][CH2:33]3)[CH2:25]2)[CH2:42][CH:43]([CH3:44])[CH3:45])[c:9]([NH:11][CH2:12][CH2:13][CH2:14][O:15][CH3:16])[n:10]1. The reactants are CC(CC(=O)O)(CC=O)C (3,3-dimethyl-5-oxopentanoic acid), S(=O)(Cl)Cl (thionyl chloride). Run in C1=CC=CC=C1 (benzene). Product: CC1(CC(OC=C1)=O)C (3,4-dihydro-4,4-dimethyl-2H-pyran-2-one). As a reaction SMILES: [CH3:1][C:2]([CH3:10])([CH2:7][CH:8]=[O:9])[CH2:3][C:4](O)=[O:5].S(Cl)(Cl)=O>C1C=CC=CC=1>[CH3:1][C:2]1([CH3:10])[CH:7]=[CH:8][O:9][C:4](=[O:5])[CH2:3]1. Reported procedure: A solution of 1.05 g (7.28 mmol) of crude 3,3-dimethyl-5-oxopentanoic acid (from Example 8a) and 1 g (8.4 mmol) of thionyl chloride in 10 mL of benzene was heated under reflux for 62/3 hours. The reaction mixture was concentrated to give 3,4-dihydro-4,4-dimethyl-2H-pyran-2-one. The nmr spectrum was consistent with the proposed structure. Starting materials: FC1=C(C=C(C=C(C(=O)O)CCCC)C=C1)C (2-(4-Fluoro-3-methyl-benzylidene)-hexanoic acid). The reagents and catalysts are [Pd] (Pd—C). Solvent: CO (MeOH). Reaction conditions: time 16 hour. The product is FC1=C(C=C(CC(C(=O)O)CCCC)C=C1)C (2-(4-Fluoro-3-methyl-benzyl)-hexanoic acid). RXN SMILES: [F:1][C:2]1[CH:16]=[CH:15][C:5]([CH:6]=[C:7]([CH2:11][CH2:12][CH2:13][CH3:14])[C:8]([OH:10])=[O:9])=[CH:4][C:3]=1[CH3:17]>CO.[Pd]>[F:1][C:2]1[CH:16]=[CH:15][C:5]([CH2:6][CH:7]([CH2:11][CH2:12][CH2:13][CH3:14])[C:8]([OH:10])=[O:9])=[CH:4][C:3]=1[CH3:17]. Procedure details: To a solution of 2-(4-Fluoro-3-methyl-benzylidene)-hexanoic acid (0.850 g, 3.600 mmol) in 20 mL of MeOH, was added Pd—C (10 wt % on activated carbon, 0.170 g). After stirring at room temperature under H2 for 16 h, the reaction mixture was filtered through a pad of Celite and washed with MeOH. The filtrate was concentrated under reduced pressure and the crude product was used directly in the next step without further purification. LC-MS: tR=9.3 min; m/z 239 (M+H)+.